This data is from the Open Reaction Database (ORD), a public repository of structured organic reaction records. The task is: describe an organic reaction: reactants, conditions, products, and yield Starting materials: BrC=1C=C(C=O)C=CC1 (3-bromobenzaldehyde), N12CCCN=C2CCC1 (1,5-diazabicyclo[4.3.0]non-5-ene), [Br-].BrC=1C=CC(=C(C1)C[P+](C1=CC=CC=C1)(C1=CC=CC=C1)C1=CC=CC=C1)C(=O)OC ([[5-Bromo-2-methoxycarbonylphenyl]methyl]triphenylphosphonium bromide). Run in C(C)#N (acetonitrile). Yields the product BrC1=CC(=C(C(=O)O)C=C1)C=CC1=CC(=CC=C1)Br (4-Bromo-2-[2-[3-bromophenyl]ethenyl]benzoic acid). Reaction SMILES: [Br-].[Br:2][C:3]1[CH:4]=[CH:5][C:6]([C:29]([O:31]C)=[O:30])=[C:7]([CH2:9][P+](C2C=CC=CC=2)(C2C=CC=CC=2)C2C=CC=CC=2)[CH:8]=1.[Br:33][C:34]1[CH:35]=[C:36]([CH:39]=[CH:40][CH:41]=1)[CH:37]=O.N12CCCC1=NCCC2>C(#N)C>[Br:2][C:3]1[CH:4]=[CH:5][C:6]([C:29]([OH:31])=[O:30])=[C:7]([CH:9]=[CH:37][C:36]2[CH:39]=[CH:40][CH:41]=[C:34]([Br:33])[CH:35]=2)[CH:8]=1 |f:0.1|. Procedure details: The product of step (ii) (22.8 g). 3-bromobenzaldehyde (4.5 ml) and 1,5-diazabicyclo[4.3.0]non-5-ene (DBN) (5.95 g) in acetonitrile (50 ml) was heated under reflux for 0.5 hours. The solution was evaporated under reduced pressure. The residue was dissolved in dichloromethane, washed with 2M HCl, dried (MgSO4) and evaporated. The residue and potassium hydroxide (5.6 g) in water (100 ml) and methanol (20 ml) was heated under reflux for 8 hours. The reaction mixture was diluted with water and washe... Starting materials: N#CC1(c2cccc(C(=O)O)c2)CC1, CN(C)C=O, O=C(Cl)C(=O)Cl, C1CCOC1. The product is N#CC1(c2cccc(C(=O)Cl)c2)CC1. Reaction SMILES: [C:1](#[N:2])[C:3]1([c:6]2[cH:7][c:8]([C:9](=[O:10])[OH:11])[cH:12][cH:13][cH:14]2)[CH2:4][CH2:5]1.[CH3:21][N:22]([CH3:23])[CH:24]=[O:25].[Cl:15][C:16]([C:17]([Cl:18])=[O:19])=[O:20].[O:26]1[CH2:27][CH2:28][CH2:29][CH2:30]1>>[C:1](#[N:2])[C:3]1([c:6]2[cH:7][c:8]([C:9](=[O:10])[Cl:15])[cH:12][cH:13][cH:14]2)[CH2:4][CH2:5]1. Reactants: C1(CCCCCCC1)=O (cyclooctanone), C(CCC)[Li] (n-butyllithium), CN1N=CC=C1C (1,5-dimethyl-1H-pyrazole). Run in O1CCCC1 (tetrahydrofuran), O1CCCC1 (tetrahydrofuran), O1CCCC1 (tetrahydrofuran). Reaction conditions: time 1 hour. The product is CC1=CC=NN1CC1(CCCCCCC1)O (1-((5-methyl-1H-pyrazol-1-yl)methyl)cyclooctanol). Reaction SMILES: C([Li])CCC.[CH3:6][N:7]1[C:11]([CH3:12])=[CH:10][CH:9]=[N:8]1.[C:13]1(=[O:21])[CH2:20][CH2:19][CH2:18][CH2:17][CH2:16][CH2:15][CH2:14]1>O1CCCC1>[CH3:12][C:11]1[N:7]([CH2:6][C:13]2([OH:21])[CH2:20][CH2:19][CH2:18][CH2:17][CH2:16][CH2:15][CH2:14]2)[N:8]=[CH:9][CH:10]=1. Procedure: To a cold (−78° C.) solution of n-butyllithium (10 mL, 2.5M) in tetrahydrofuran (20 mL) was added 1,5-dimethyl-1H-pyrazole (2.0 g) in tetrahydrofuran (10 mL) dropwise via syringe. After 1 hour, cyclooctanone (2.63 g) in tetrahydrofuran (5 mL) was added dropwise and the reaction mixture was allowed to warm to room temperature. The mixture was quenched by the addition of saturated ammonium chloride solution and ethyl acetate. The layers were separated and the aqueous layer was extracted twice with... Reactants: C1(=CC=CC=C1)COC(=O)NC1C(NC2=C(C(=N1)C1=CC=CC=C1)C=CC=C2)=O (1,3-dihydro-3-phenylmethyloxycarbonylamino-5-phenyl-2H-1,4-benzodiazepin-2-one), BrC(C(=O)OCC)C (ethyl bromopropionate). Yields the product C(C)OC(CCN1C(C(N=C(C2=C1C=CC=C2)C2=CC=CC=C2)NC(=O)OCC2=CC=CC=C2)=O)=O (2,3-Dihydro-2-oxo-5-phenyl-3-(((phenylmethoxy)carbonyl)amino)-1H-1,4-benzodiazepine-1-propanoic acid ethyl ester). RXN SMILES: [C:1]1([CH2:7][O:8][C:9]([NH:11][CH:12]2[N:18]=[C:17]([C:19]3[CH:24]=[CH:23][CH:22]=[CH:21][CH:20]=3)[C:16]3[CH:25]=[CH:26][CH:27]=[CH:28][C:15]=3[NH:14][C:13]2=[O:29])=[O:10])[CH:6]=[CH:5][CH:4]=[CH:3][CH:2]=1.Br[CH:31]([CH3:37])[C:32]([O:34][CH2:35][CH3:36])=[O:33]>>[CH2:35]([O:34][C:32](=[O:33])[CH2:31][CH2:37][N:14]1[C:15]2[CH:28]=[CH:27][CH:26]=[CH:25][C:16]=2[C:17]([C:19]2[CH:20]=[CH:21][CH:22]=[CH:23][CH:24]=2)=[N:18][CH:12]([NH:11][C:9]([O:8][CH2:7][C:1]2[CH:2]=[CH:3][CH:4]=[CH:5][CH:6]=2)=[O:10])[C:13]1=[O:29])[CH3:36]. Reported procedure: The procedure of Example 134 was carried out using equivalent amounts of 1,3-dihydro-3-phenylmethyloxycarbonylamino-5-phenyl-2H-1,4-benzodiazepin-2-one and ethyl bromopropionate. The product was purified by chromatography on silica gel (hexane-ethyl acetate elution). The combined product fractions were evaporated to dryness in vacuo and crystallized to give the title compound which was dried at 65° C.: m.p. 57°-59° C. Yields the product CCC(C)N(C)Cc1cc(-c2cc(C(N)=O)c3[nH]cc(C4CCN(S(=O)(=O)CC)CC4)c3c2)cs1. Reactants: CC(=O)O[BH-](OC(C)=O)OC(C)=O, [BH3-]C#N, CCS(=O)(=O)N1CCC(c2c[nH]c3c(C(N)=O)cc(-c4csc(C=O)c4)cc23)CC1, C=O, CCC(C)N, CS(C)=O, CO, CC(=O)O, [Na+], [Na+], O. Reaction SMILES: [C:36]([O:37][BH-:38]([O:39][C:40](=[O:41])[CH3:42])[O:43][C:44](=[O:45])[CH3:46])(=[O:47])[CH3:48].[C:50]([BH3-:51])#[N:52].[CH2:1]([CH3:2])[S:3](=[O:4])(=[O:5])[N:6]1[CH2:7][CH2:8][CH:9]([c:12]2[cH:13][nH:14][c:15]3[c:16]([C:28](=[O:29])[NH2:30])[cH:17][c:18](-[c:21]4[cH:22][s:23][c:24]([CH:26]=[O:27])[cH:25]4)[cH:19][c:20]23)[CH2:10][CH2:11]1.[CH2:54]=[O:55].[CH3:31][CH:32]([CH2:33][CH3:34])[NH2:35].[CH3:56][S:57](=[O:58])[CH3:59].[CH3:60][OH:61].[CH3:63][C:64](=[O:65])[OH:66].[Na+:49].[Na+:53].[OH2:62]>>[CH2:1]([CH3:2])[S:3](=[O:4])(=[O:5])[N:6]1[CH2:7][CH2:8][CH:9]([c:12]2[cH:13][nH:14][c:15]3[c:16]([C:28](=[O:29])[NH2:30])[cH:17][c:18](-[c:21]4[cH:22][s:23][c:24]([CH2:26][N:35]([CH:32]([CH3:31])[CH2:33][CH3:34])[CH3:36])[cH:25]4)[cH:19][c:20]23)[CH2:10][CH2:11]1. Reactants: C(#N)C1=C(C=CC=2CC(OC21)(C)C)F (7-cyano-2,3-dihydro-2,2-dimethyl-6-fluorobenzofuran), [OH-].[K+] (potassium hydroxide), ice, saturated aqueous solution, [Cl-].[Na+] (sodium chloride). Solvent: C(C)(C)(C)O (t-butanol). Yields the product CC1(OC2=C(C1)C=CC(=C2C(=O)N)F)C (2,3-dihydro-2,2-dimethyl-6-fluorobenzofuran-7-ylcarboxamide). The yield is 88.9%. As a reaction SMILES: [C:1]([C:3]1[C:11]2[O:10][C:9]([CH3:13])([CH3:12])[CH2:8][C:7]=2[CH:6]=[CH:5][C:4]=1[F:14])#[N:2].[OH-:15].[K+].[Cl-].[Na+]>C(O)(C)(C)C>[CH3:13][C:9]1([CH3:12])[CH2:8][C:7]2[CH:6]=[CH:5][C:4]([F:14])=[C:3]([C:1]([NH2:2])=[O:15])[C:11]=2[O:10]1 |f:1.2,3.4|. Procedure details: In a flask were placed 140.0 g (0.732 mole) of 7-cyano-2,3-dihydro-2,2-dimethyl-6-fluorobenzofuran, 147.91 g (2.64 moles) of powdered potassium hydroxide, and 950 mL of t-butanol. This mixture was heated at reflux for 50 minutes after which it was cooled to ambient temperature. It was then poured into a mixture of 1500 mL of crushed ice and 1500 mL of a saturated aqueous solution of sodium chloride. The resulting mixture was extracted twice with 750 mL of ethyl acetate. The extracts were combine... The reactants are Cl (HCl), N1C[C@@H]([C@H](C1)O)O ((3S,4S)-pyrrolidine-3,4-diol), TEA, BrC=1C=C(C(=O)NC2=CC=C(C=C2)OC(F)(F)F)C=CC1F (3-bromo-4-fluoro-N-(4-(trifluoromethoxy)phenyl)benzamide), N1C[C@@H]([C@H](C1)O)O ((3S,4S)-pyrrolidine-3,4-diol), TEA. Solvent: CS(=O)C (DMSO). Conditions: temperature 100 celsius, time 16 hour. Yields the product BrC=1C=C(C(=O)NC2=CC=C(C=C2)OC(F)(F)F)C=CC1N1C[C@@H]([C@H](C1)O)O (3-Bromo-4-((3S,4S)-3,4-dihydroxypyrrolidin-1-yl)-N-(4-(trifluoromethoxy)phenyl)benzamide). As a reaction SMILES: [Br:1][C:2]1[CH:3]=[C:4]([CH:19]=[CH:20][C:21]=1F)[C:5]([NH:7][C:8]1[CH:13]=[CH:12][C:11]([O:14][C:15]([F:18])([F:17])[F:16])=[CH:10][CH:9]=1)=[O:6].[NH:23]1[CH2:27][C@H:26]([OH:28])[C@@H:25]([OH:29])[CH2:24]1.Cl>CS(C)=O>[Br:1][C:2]1[CH:3]=[C:4]([CH:19]=[CH:20][C:21]=1[N:23]1[CH2:27][C@H:26]([OH:28])[C@@H:25]([OH:29])[CH2:24]1)[C:5]([NH:7][C:8]1[CH:13]=[CH:12][C:11]([O:14][C:15]([F:18])([F:17])[F:16])=[CH:10][CH:9]=1)=[O:6]. Reported procedure: A solution of 3-bromo-4-fluoro-N-(4-(trifluoromethoxy)phenyl)benzamide (Stage 1.2, 500 mg, 1.322 mmol), (3S,4S)-pyrrolidine-3,4-diol (205 mg, 1.984 mmol) and TEA (553 μL, 3.97 mmol) in DMSO (994 μL) was stirred at 90° C. for 24 h. Additional (3S,4S)-pyrrolidine-3,4-diol, (68.2 mg, 0.661 mmol) and TEA (183 μL, 1.322 mmol) were added and mixture was stirred at 100° C. for 16 h. The cooled treated with 0.5 M HCl (20 mL) and extracted with TBME/EtOAc (1:1). The combined extracts were washed with 0.5... Starting materials: C(C)(C)(C)OC(NCCC1=CC(=CC=C1)O)=O (tert-butyl[2-(3-hydroxyphenyl)ethyl]carbamate), C([O-])([O-])=O.[K+].[K+] (potassium carbonate), [I-].[K+] (potassium iodide), CS(=O)(=O)OCCC1=CC(=C(C=C1)OCC1=CC=CC=C1)[C@H](CCN(C(C)C)C(C)C)C1=CC=CC=C1 (2-{4-(benzyloxy)-3-[(1R)-3-(diisopropylamino)-1-phenylpropyl]phenyl)ethyl methanesulfonate). The solvent is C(C)OCC (diethyl ether), O (water), CN(C=O)C (dimethylformamide). Conditions: temperature 60 celsius, time 8 hour. The product is N (ammonia), C(C)(C)(C)OC(NCCC1=CC(=CC=C1)OCCC1=CC(=C(C=C1)OCC1=CC=CC=C1)[C@H](CCN(C(C)C)C(C)C)C1=CC=CC=C1)=O (tert-butyl{2-[3-(2-{4-(benzyloxy)-3-[(1R)-3-(diisopropylamino)-1-phenylpropyl]phenyl}ethoxy)phenyl]ethyl}carbamate). As a reaction SMILES: [C:1]([O:5][C:6](=[O:17])[NH:7][CH2:8][CH2:9][C:10]1[CH:15]=[CH:14][CH:13]=[C:12]([OH:16])[CH:11]=1)([CH3:4])([CH3:3])[CH3:2].C(=O)([O-])[O-].[K+].[K+].[I-].[K+].CS(O[CH2:31][CH2:32][C:33]1[CH:38]=[CH:37][C:36]([O:39][CH2:40][C:41]2[CH:46]=[CH:45][CH:44]=[CH:43][CH:42]=2)=[C:35]([C@@H:47]([C:57]2[CH:62]=[CH:61][CH:60]=[CH:59][CH:58]=2)[CH2:48][CH2:49][N:50]([CH:54]([CH3:56])[CH3:55])[CH:51]([CH3:53])[CH3:52])[CH:34]=1)(=O)=O>CN(C)C=O.C(OCC)C.O>[NH3:7].[C:1]([O:5][C:6](=[O:17])[NH:7][CH2:8][CH2:9][C:10]1[CH:15]=[CH:14][CH:13]=[C:12]([O:16][CH2:31][CH2:32][C:33]2[CH:38]=[CH:37][C:36]([O:39][CH2:40][C:41]3[CH:46]=[CH:45][CH:44]=[CH:43][CH:42]=3)=[C:35]([C@@H:47]([C:57]3[CH:58]=[CH:59][CH:60]=[CH:61][CH:62]=3)[CH2:48][CH2:49][N:50]([CH:54]([CH3:55])[CH3:56])[CH:51]([CH3:52])[CH3:53])[CH:34]=2)[CH:11]=1)([CH3:4])([CH3:2])[CH3:3] |f:1.2.3,4.5|. Procedure: tert-butyl[2-(3-hydroxyphenyl)ethyl]carbamate (Preparation 35, 1.7 g, 5.96 mmol), potassium carbonate (1.65 g, 11.9 mmol), potassium iodide (5.0 g, 0.03 mmol) and 2-{4-(benzyloxy)-3-[(1R)-3-(diisopropylamino)-1-phenylpropyl]phenyl)ethyl methanesulfonate (Preparation 36, 1.56 g, 2.98 mmol) were stirred in dimethylformamide (20 ml) and stirred at 60° C. overnight. After cooling, water (250 ml) and diethyl ether (250 ml) were added, organics separated and washed with water (100 ml×3), brine (150 ml... The reactants are CC#N, CN(C)C(=O)c1ccc(C=O)cc1, [Mg+2], Nc1cccc2c1COC2=O, O=S(=O)([O-])[O-]. The product is CN(C)C(=O)c1ccc(C=Nc2cccc3c2COC3=O)cc1. RXN SMILES: [CH3:31][C:32]#[N:33].[CH:12](=[O:13])[c:14]1[cH:15][cH:16][c:17]([C:18](=[O:19])[N:20]([CH3:21])[CH3:22])[cH:23][cH:24]1.[Mg+2:25].[NH2:1][c:2]1[c:3]2[c:7]([cH:8][cH:9][cH:10]1)[C:6](=[O:11])[O:5][CH2:4]2.[O-:26][S:27]([O-:28])(=[O:29])=[O:30]>>[N:1]([c:2]1[c:3]2[c:7]([cH:8][cH:9][cH:10]1)[C:6](=[O:11])[O:5][CH2:4]2)=[CH:12][c:14]1[cH:15][cH:16][c:17]([C:18](=[O:19])[N:20]([CH3:21])[CH3:22])[cH:23][cH:24]1. Reactants: C(CC(O)(C(=O)O)CC(=O)O)(=O)O (citric acid), S1C(=CC=C1)C#N (2-thiophenecarbonitrile), CN(C=O)C (dimethylformamide), C(=O)=O.CC(=O)C (dry ice acetone), C(CCC)[Li] (n-butyllithium), C(C)(C)NC(C)C (diisopropylamine). Run in O (water), C1CCOC1 (THF), C1CCOC1 (THF). Conditions: time 5 minute. Yields the product C(#N)C=1SC(=CC1)C=O (2-cyano-5-formyl-thiophene). Yield: 84.0%. RXN SMILES: C(NC(C)C)(C)C.[C:8](=[O:10])=O.CC(C)=O.C([Li])CCC.[S:20]1[CH:24]=[CH:23][CH:22]=[C:21]1[C:25]#[N:26].CN(C)C=O.C(O)(=O)CC(CC(O)=O)(C(O)=O)O>C1COCC1.O>[C:25]([C:21]1[S:20][C:24]([CH:8]=[O:10])=[CH:23][CH:22]=1)#[N:26] |f:1.2|. Procedure details: To a flame-dried 3 neck 1 L round bottom flask was added diisopropylamine (9 mL, 66 mmol) and THF (150 mL) under a nitrogen atmosphere. The flask was cooled to an internal temperature of -78° C. (dry ice/acetone). To this stirring solution was added n-butyllithium (1.6M in hexanes, 41.3 mL, 66.1 mmol) via syringe and the mixture was allowed to stir for 5 min. To this solution was added a solution of 2-thiophenecarbonitrile (6.55 g, 60 mmol) in THF (30 mL) over 10 min. The resulting bright red so...